From a dataset of the Open Reaction Database (ORD), a public repository of structured organic reaction records. describe an organic reaction: reactants, conditions, products, and yield The reactants are C(=O)(OC(C)(C)C)N1CCNCC1 (N-Boc piperizine), C1=C(C=CC2=CC=CC=C12)S(=O)(=O)Cl (2-naphthalenesulfonylchloride), FC(C(=O)O)(F)F (trifluoroacetic acid). Run in C(Cl)Cl (DCM), C(Cl)Cl (DCM), CC(C)N(C(C)C)CC (N,N-di-2-propyl-ethylamine), ice water, C(Cl)Cl (DCM). Conditions: time 8 hour. Yields the product C1=C(C=CC2=CC=CC=C12)S(=O)(=O)N1CCNCC1 (N-(2-napthylsulfonyl)piperazine). Yield: 97.8%. RXN SMILES: C([N:8]1[CH2:13][CH2:12][NH:11][CH2:10][CH2:9]1)(OC(C)(C)C)=O.[CH:14]1[C:23]2[C:18](=[CH:19][CH:20]=[CH:21][CH:22]=2)[CH:17]=[CH:16][C:15]=1[S:24](Cl)(=[O:26])=[O:25].FC(F)(F)C(O)=O>C(Cl)Cl.CC(N(CC)C(C)C)C>[CH:14]1[C:23]2[C:18](=[CH:19][CH:20]=[CH:21][CH:22]=2)[CH:17]=[CH:16][C:15]=1[S:24]([N:8]1[CH2:9][CH2:10][NH:11][CH2:12][CH2:13]1)(=[O:25])=[O:26]. Procedure: A solution of N-tert-butyoxycarbonylpiperazine (2a) (1.86 g) in DCM (100 mL) and N,N-di-2-propyl-ethylamine (2 mL) was cooled in ice-water as a solution of 2-naphthalenesulfonylchloride (2.27 g) in DCM (50 mL) was added drop-wise. After addition, the cooling was removed and the reaction stirred overnight. The solvent was evaporated and the residue partitioned between water and ethyl acetate. The organic phase was sequentially washed with 0.5 N hydrochloric acid, water, saturated aqueous sodium b... Reactants: [OH-].[Na+] (NaOH), Cl (hydrochloric acid), 1,2-bis[4-(2-hydroxy-2-methyl-propionyl)-phenyl] ether, O (water), crude product, ClC(C(=O)C1=CC=C(C=C1)OC1=CC=C(C=C1)C(C(C)(C)Cl)=O)(C)C (bis[4-(2-chloro-2-methyl-propionyl)-phenyl] ether), [OH-].[Na+] (sodium hydroxide). The solvent is CO (methanol), CO (methanol), C1(=CC=CC=C1)C (toluene). Run at temperature 50 celsius. Product: OC(C(=O)C1=CC=C(C=C1)OC1=CC=C(C=C1)C(C(C)(C)O)=O)(C)C (2-hydroxy-1-{4-[4-(2-hydroxy-2-methyl-propionyl)-phenoxy]-phenyl}-2-methyl-propan-1-one). Reaction SMILES: [OH-:1].[Na+].[OH2:3].Cl[C:5]([CH3:28])([CH3:27])[C:6]([C:8]1[CH:13]=[CH:12][C:11]([O:14][C:15]2[CH:20]=[CH:19][C:18]([C:21](=[O:26])[C:22](Cl)([CH3:24])[CH3:23])=[CH:17][CH:16]=2)=[CH:10][CH:9]=1)=[O:7].Cl>CO.C1(C)C=CC=CC=1>[OH:1][C:5]([CH3:28])([CH3:27])[C:6]([C:8]1[CH:13]=[CH:12][C:11]([O:14][C:15]2[CH:20]=[CH:19][C:18]([C:21](=[O:26])[C:22]([OH:3])([CH3:24])[CH3:23])=[CH:17][CH:16]=2)=[CH:10][CH:9]=1)=[O:7] |f:0.1|. Reported procedure: 208.0 g (1.56 mol) of 30% NaOH and 208 ml of deionised water and 205.7 g of methanol are combined. The temperature rises to approximately 36° C. The mixture is then heated to 50° C. using an oil bath. While stirring well, 249.5 g (0.65 mol tq) of the crude product bis[4-(2-chloro-2-methyl-propionyl)-phenyl] ether from the chlorination reaction, dissolved while warm with 230 ml of toluene and with 102.8 g of methanol, are then added dropwise in the course of approximately one hour. The internal t...